From a dataset of the Open Reaction Database (ORD), a public repository of structured organic reaction records. describe an organic reaction: reactants, conditions, products, and yield Starting materials: O=S(=O)(Cl)c1ccc(Cl)s1, ClCCl, COc1ccc(F)c2c1c(N)nn2Cc1cccc(C(N)=O)c1, c1ccncc1. Yields the product COc1ccc(F)c2c1c(NS(=O)(=O)c1ccc(Cl)s1)nn2Cc1cccc(C(N)=O)c1. RXN SMILES: [Cl:24][c:25]1[cH:26][cH:27][c:28]([S:30](=[O:31])(=[O:32])[Cl:33])[s:29]1.[Cl:40][CH2:41][Cl:42].[NH2:1][c:2]1[n:3][n:4]([CH2:14][c:15]2[cH:16][c:17]([C:18](=[O:19])[NH2:20])[cH:21][cH:22][cH:23]2)[c:5]2[c:6]([F:13])[cH:7][cH:8][c:9]([O:11][CH3:12])[c:10]12.[cH:34]1[cH:35][cH:36][n:37][cH:38][cH:39]1>>[NH:1]([c:2]1[n:3][n:4]([CH2:14][c:15]2[cH:16][c:17]([C:18](=[O:19])[NH2:20])[cH:21][cH:22][cH:23]2)[c:5]2[c:6]([F:13])[cH:7][cH:8][c:9]([O:11][CH3:12])[c:10]12)[S:30]([c:28]1[cH:27][cH:26][c:25]([Cl:24])[s:29]1)(=[O:31])=[O:32]. Reactants: CC(C)(C)c1c(F)cc(OCC(=O)O)cc1F, CCN=C=NCCCN(C)C, CN(C)C=O, CN(C)c1ccncc1, Cl, CC(N)c1ccc(NS(C)(=O)=O)c(CO)c1. Yields the product CC(NC(=O)COc1cc(F)c(C(C)(C)C)c(F)c1)c1ccc(NS(C)(=O)=O)c(CO)c1. RXN SMILES: [C:18]([CH3:19])([CH3:20])([CH3:21])[c:22]1[c:23]([F:34])[cH:24][c:25]([O:26][CH2:27][C:28](=[O:29])[OH:30])[cH:31][c:32]1[F:33].[CH3:35][N:36]([CH3:37])[CH2:38][CH2:39][CH2:40][N:41]=[C:42]=[N:43][CH2:44][CH3:45].[CH3:46][N:47]([CH3:48])[CH:49]=[O:50].[CH3:51][N:52]([CH3:53])[c:54]1[cH:55][cH:56][n:57][cH:58][cH:59]1.[ClH:1].[NH2:2][CH:3]([CH3:4])[c:5]1[cH:6][c:7]([CH2:16][OH:17])[c:8]([NH:11][S:12](=[O:13])(=[O:14])[CH3:15])[cH:9][cH:10]1>>[NH:2]([CH:3]([CH3:4])[c:5]1[cH:6][c:7]([CH2:16][OH:17])[c:8]([NH:11][S:12](=[O:13])(=[O:14])[CH3:15])[cH:9][cH:10]1)[C:28]([CH2:27][O:26][c:25]1[cH:24][c:23]([F:34])[c:22]([C:18]([CH3:19])([CH3:20])[CH3:21])[c:32]([F:33])[cH:31]1)=[O:29].